This data is from the Open Reaction Database (ORD), a public repository of structured organic reaction records. The task is: describe an organic reaction: reactants, conditions, products, and yield Starting materials: P(O)(O)(O)=O (phosphoric acid), O (H2O), ClC1=C(C(=O)OC)C=CC(=C1C=COC)Cl (methyl 2,4-dichloro-3-(2-methoxyethen-1-yl)benzoate). Run in O1CCOCC1 (dioxane). Run at time 12 hour. Yields the product ClC1=C(C(=O)OC)C=CC(=C1CC=O)Cl (methyl 2,4-dichloro-3-(2-oxoeth-1-yl)benzoate). Yield: 56.7%. Reaction SMILES: P(=O)(O)(O)O.O.[Cl:7][C:8]1[C:17]([CH:18]=[CH:19][O:20]C)=[C:16]([Cl:22])[CH:15]=[CH:14][C:9]=1[C:10]([O:12][CH3:13])=[O:11]>O1CCOCC1>[Cl:7][C:8]1[C:17]([CH2:18][CH:19]=[O:20])=[C:16]([Cl:22])[CH:15]=[CH:14][C:9]=1[C:10]([O:12][CH3:13])=[O:11]. Reported procedure: 6 ml of 85% strength phosphoric acid and 6 ml of H2O were added dropwise to 2.6 g (10 mmol) of methyl 2,4-dichloro-3-(2-methoxyethen-1-yl)benzoate in 80 ml of dioxane. The mixture was heated under reflux for 12 hours and then stirred at room temperature for 12 hours. The solvent was removed and the residue was taken up in ethyl acetate, washed with 10% strength sodium bicarbonate solution, dried and concentrated. The residue was chromatographed over silica gel (eluent: cyclohexane:ethyl acetate=... The reactants are C(C)[SiH](CC)CC (Triethylsilane), COC(=O)C=1SC(=CC1N(C(=O)C1CCC(CC1)C)C1CCC(CC1)O[Si](C)(C)C(C)(C)C)C#CC(CCO[Si](C)(C)C)(C)C (3-[[4-(tert-Butyl-dimethyl-silanyloxy)-cyclohexyl]-(4-methyl-cyclohexanecarbonyl)-amino]-5-(3,3-dimethyl-5-trimethylsilanyloxy-pent-1-ynyl)-thiophene-2-carboxylic acid methyl ester), O1CCC(CC1)=O (tetrahydro-pyran-4-one), FeCl3, C(=O)(O)[O-].[Na+] (NaHCO3). Solvent: [N+](=O)([O-])C (nitromethane). Conditions: time 2 hour. Product: COC(=O)C=1SC(=CC1N(C(=O)C1CCC(CC1)C)C1CCC(CC1)O)C#CC(CCOC1CCOCC1)(C)C (5-[3,3-dimethyl-5-(tetrahydro-pyran-4-yloxy)-pent-1-ynyl]-3-[(4-hydroxy-cyclohexyl)-(4-methyl-cyclohexanecarbonyl)-amino]-thiophene-2-carboxylic acid methyl ester). Isolated yield 4.8%. Reaction SMILES: [CH3:1][O:2][C:3]([C:5]1[S:6][C:7]([C:34]#[C:35][C:36]([CH3:45])([CH3:44])[CH2:37][CH2:38][O:39][Si](C)(C)C)=[CH:8][C:9]=1[N:10]([CH:20]1[CH2:25][CH2:24][CH:23]([O:26][Si](C(C)(C)C)(C)C)[CH2:22][CH2:21]1)[C:11]([CH:13]1[CH2:18][CH2:17][CH:16]([CH3:19])[CH2:15][CH2:14]1)=[O:12])=[O:4].[O:46]1[CH2:51][CH2:50][C:49](=O)[CH2:48][CH2:47]1.C([SiH](CC)CC)C.C([O-])(O)=O.[Na+]>[N+](C)([O-])=O>[CH3:1][O:2][C:3]([C:5]1[S:6][C:7]([C:34]#[C:35][C:36]([CH3:45])([CH3:44])[CH2:37][CH2:38][O:39][CH:49]2[CH2:50][CH2:51][O:46][CH2:47][CH2:48]2)=[CH:8][C:9]=1[N:10]([CH:20]1[CH2:25][CH2:24][CH:23]([OH:26])[CH2:22][CH2:21]1)[C:11]([CH:13]1[CH2:14][CH2:15][CH:16]([CH3:19])[CH2:17][CH2:18]1)=[O:12])=[O:4] |f:3.4|. Reported procedure: 3-[[4-(tert-Butyl-dimethyl-silanyloxy)-cyclohexyl]-(4-methyl-cyclohexanecarbonyl)-amino]-5-(3,3-dimethyl-5-trimethylsilanyloxy-pent-1-ynyl)-thiophene-2-carboxylic acid methyl ester (230 mg, 0.34 mmol) was added to a solution of tetrahydro-pyran-4-one (29 mg, 0.29 mmol) and FeCl3 (2.8 mg, 0.017 mmol) in nitromethane (5.0 mL) at 0° C. Triethylsilane (0.054 mL, 0.34 mmol) was added and the reaction warmed to room temperature and stirred for 2 h. Sat. NaHCO3 was added and the reaction extracted with... The reactants are C(=O)N1C(CN(CC1)C=O)COCC(O)C1=CC=CC2=CC=CC=C12 (2-[(1,4-diformylpiperazin-2-yl)methoxy]-1-(1-naphthyl)ethanol), Cl.C(C)O (hydrogen chloride ethanol). Run in CO (methanol). Run at time 8 hour. Product: Cl.Cl.C1(=CC=CC2=CC=CC=C12)C(COCC1NCCNC1)O (1-(1-naphthyl)-2-((piperazin-2-yl)methoxy]ethanol dihydrochloride). Reaction SMILES: C([N:3]1[CH2:8][CH2:7][N:6](C=O)[CH2:5][CH:4]1[CH2:11][O:12][CH2:13][CH:14]([C:16]1[C:25]2[C:20](=[CH:21][CH:22]=[CH:23][CH:24]=2)[CH:19]=[CH:18][CH:17]=1)[OH:15])=O.[ClH:26].C(O)C>CO>[ClH:26].[ClH:26].[C:16]1([CH:14]([OH:15])[CH2:13][O:12][CH2:11][CH:4]2[CH2:5][NH:6][CH2:7][CH2:8][NH:3]2)[C:25]2[C:20](=[CH:21][CH:22]=[CH:23][CH:24]=2)[CH:19]=[CH:18][CH:17]=1 |f:1.2,4.5.6|. Procedure details: In 1.5 ml of methanol was dissolved 250 mg of 2-[(1,4-diformylpiperazin-2-yl)methoxy]-1-(1-naphthyl)ethanol. To the solution was added 1.5 ml of a 5N dry hydrogen chloride-ethanol solution. The mixture was allowed to stand at room temperature overnight. The resulting crystals were collected by filtration, washed with ethanol, and dried to obtain 180 mg of 1-(1-naphthyl)-2-((piperazin-2-yl)methoxy]ethanol dihydrochloride (compound No. 274). The reactants are CC#N, COc1cc(C(C)=O)ccc1OCCCCl, O. The product is COc1cc(C(=O)CO)ccc1OCCCCl. RXN SMILES: [CH3:18][C:19]#[N:20].[Cl:1][CH2:2][CH2:3][CH2:4][O:5][c:6]1[c:7]([O:15][CH3:16])[cH:8][c:9]([C:12]([CH3:13])=[O:14])[cH:10][cH:11]1.[OH2:17]>>[Cl:1][CH2:2][CH2:3][CH2:4][O:5][c:6]1[c:7]([O:15][CH3:16])[cH:8][c:9]([C:12]([CH2:13][OH:17])=[O:14])[cH:10][cH:11]1. The reactants are CC1=C(N)C=CC=C1C (2,3-dimethylaniline), O=C1N(C2=CC=CC=C2C12C1=C(OC2)C=C2OCCC2=C1)CC=1C=C(C(=O)O)C=CC1 (3-[(2′-oxo-5,6-dihydrospiro[benzo[1,2-b:5,4-b′]difuran-3,3′-indol]-1′(2′H)-yl)methyl]benzoic acid), C1(CCCCC1)CN (cyclohexanemethylamine), O=C1N(C2=CC=CC=C2C12C1=C(OC2)C=C2OCCC2=C1)CC1=C(C(=O)O)C=CC=C1 (2-[(2′-oxo-5,6-dihydrospiro[benzo[1,2-b:5,4-b′]difuran-3,3′-indol]-1′(2′H)-yl)methyl]benzoic acid). The product is CC1=C(C=CC=C1C)NC(C1=C(C=CC=C1)CN1C(C2(C3=CC=CC=C13)C1=C(OC2)C=C2OCCC2=C1)=O)=O (N-(2,3-dimethylphenyl)-2-[(2′-oxo-5,6-dihydrospiro[benzo[1,2-b:5,4-b′]difuran-3,3′-indol]-1′(2′H)-yl)methyl]benzamide). Reaction SMILES: [CH3:1][C:2]1[C:8]([CH3:9])=[CH:7][CH:6]=[CH:5][C:3]=1[NH2:4].C1(CN)CCCCC1.[O:18]=[C:19]1[C:27]2([CH2:31][O:30][C:29]3[CH:32]=[C:33]4[C:37](=[CH:38][C:28]2=3)[CH2:36][CH2:35][O:34]4)[C:26]2[C:21](=[CH:22][CH:23]=[CH:24][CH:25]=2)[N:20]1[CH2:39][C:40]1[CH:48]=[CH:47][CH:46]=[CH:45][C:41]=1[C:42](O)=[O:43].O=C1C2(COC3C=C4C(=CC2=3)CCO4)C2C(=CC=CC=2)N1CC1C=C(C=CC=1)C(O)=O>>[CH3:1][C:2]1[C:8]([CH3:9])=[CH:7][CH:6]=[CH:5][C:3]=1[NH:4][C:42](=[O:43])[C:41]1[CH:45]=[CH:46][CH:47]=[CH:48][C:40]=1[CH2:39][N:20]1[C:21]2[C:26](=[CH:25][CH:24]=[CH:23][CH:22]=2)[C:27]2([CH2:31][O:30][C:29]3[CH:32]=[C:33]4[C:37](=[CH:38][C:28]2=3)[CH2:36][CH2:35][O:34]4)[C:19]1=[O:18]. Procedure: Following the procedure as described in EXAMPLE 12 and making non-critical variations using 2,3-dimethylaniline to replace cyclohexanemethylamine, and 2-[(2′-oxo-5,6-dihydrospiro[benzo[1,2-b:5,4-b′]difuran-3,3′-indol]-1′(2′H)-yl)methyl]benzoic acid to replace 3-[(2′-oxo-5,6-dihydrospiro[benzo[1,2-b:5,4-b′]difuran-3,3′-indol]-1′(2′H)-yl)methyl]benzoic acid, N-(2,3-dimethylphenyl)-2-[(2′-oxo-5,6-dihydrospiro[benzo[1,2-b:5,4-b′]difuran-3,3′-indol]-1′(2′H)-yl)methyl]benzamide was obtained (87%) as a...